This data is from the Open Reaction Database (ORD), a public repository of structured organic reaction records. The task is: describe an organic reaction: reactants, conditions, products, and yield The reactants are NC1=NC(=CC(=N1)NC1=CC=C(C=C1)CO)C1=C(C=CC(=C1)Cl)OCC ({4-[2-Amino-6-(5-chloro-2-ethoxy-phenyl)-pyrimidin-4-ylamino]-phenyl}-methanol), C(C)(C)(C)OC(C(CC(=O)O)NC(=O)OC(C)(C)C)=O (2-tert-butoxycarbonylamino-succinic acid 1-tert-butyl ester). The product is C(C)(C)(C)OC([C@H](CC(=O)OCC1=CC=C(C=C1)NC1=NC(=NC(=C1)C1=C(C=CC(=C1)Cl)OCC)N)NC(=O)OC(C)(C)C)=O ((S)-2-tert-Butoxycarbonylamino-succinic acid 4-{4-[2-amino-6-(5-chloro-2-ethoxy-phenyl)-pyrimidin-4-ylamino]-benzyl} ester 1-tert-butyl ester). As a reaction SMILES: [NH2:1][C:2]1[N:7]=[C:6]([NH:8][C:9]2[CH:14]=[CH:13][C:12]([CH2:15][OH:16])=[CH:11][CH:10]=2)[CH:5]=[C:4]([C:17]2[CH:22]=[C:21]([Cl:23])[CH:20]=[CH:19][C:18]=2[O:24][CH2:25][CH3:26])[N:3]=1.[C:27]([O:31][C:32](=[O:46])[CH:33]([NH:38][C:39]([O:41][C:42]([CH3:45])([CH3:44])[CH3:43])=[O:40])[CH2:34][C:35](O)=[O:36])([CH3:30])([CH3:29])[CH3:28]>>[C:27]([O:31][C:32](=[O:46])[C@@H:33]([NH:38][C:39]([O:41][C:42]([CH3:45])([CH3:44])[CH3:43])=[O:40])[CH2:34][C:35]([O:16][CH2:15][C:12]1[CH:13]=[CH:14][C:9]([NH:8][C:6]2[CH:5]=[C:4]([C:17]3[CH:22]=[C:21]([Cl:23])[CH:20]=[CH:19][C:18]=3[O:24][CH2:25][CH3:26])[N:3]=[C:2]([NH2:1])[N:7]=2)=[CH:10][CH:11]=1)=[O:36])([CH3:30])([CH3:29])[CH3:28]. Reported procedure: (S)-2-tert-Butoxycarbonylamino-succinic acid 4-{4-[2-amino-6-(5-chloro-2-ethoxy-phenyl)-pyrimidin-4-ylamino]-benzyl} ester 1-tert-butyl ester was prepared according to the method described for Example 64 by using the title compound of Example 44 and 2-tert-butoxycarbonylamino-succinic acid 1-tert-butyl ester. The reactants are [BH4-].[Na+] (NaBH4), C(C)OC(CCC1=CC(=C(C=C1)OC)C(CCCCC)=O)=O (ethyl3-(3-hexanoyl-4-methoxyphenyl)propanoate). Run in C(C)O (ethanol). Conditions: temperature 80 celsius, time 16 hour. Yields the product C(C)OC(CCC1=CC(=C(C=C1)OC)C(CCCCC)O)=O (ethyl3-[3-(1-hydroxyhexyl)-4-methoxyphenyl)propanoate). Isolated yield 94.0%. Reaction SMILES: [BH4-].[Na+].[CH2:3]([O:5][C:6](=[O:24])[CH2:7][CH2:8][C:9]1[CH:14]=[CH:13][C:12]([O:15][CH3:16])=[C:11]([C:17](=[O:23])[CH2:18][CH2:19][CH2:20][CH2:21][CH3:22])[CH:10]=1)[CH3:4]>C(O)C>[CH2:3]([O:5][C:6](=[O:24])[CH2:7][CH2:8][C:9]1[CH:14]=[CH:13][C:12]([O:15][CH3:16])=[C:11]([CH:17]([OH:23])[CH2:18][CH2:19][CH2:20][CH2:21][CH3:22])[CH:10]=1)[CH3:4] |f:0.1|. Procedure details: NaBH4 (7.6 g; 0.2 mol) is added in small amounts to 61 g (0.2 mol) of ethyl3-(3-hexanoyl-4-methoxyphenyl)propanoate, as a solution in 500 ml of ethanol. The mixture is heated for 1 hour at 80° C. After 16 hours at room temperature, the mixture is concentrated under vacuum and poured into saturated sodium chloride solution. The resulting mixture is extracted with ether and the organic phase is dried over sodium sulfate. Evaporation of the solvents gives 58 g of product in a 94% yield. The reactants are NC=1C=NC=CC1N (3,4-diaminopyridine), S1C(=CC=C1)C(=O)O (thiophene-2-carboxylic acid), polyphosphoric acid, ice. Run at temperature 160 celsius. The product is S1C(=CC=C1)C=1NC2=C(C=NC=C2)N1 (2-(2-thienyl)-1H-imidazolo[4,5-c]pyridine). Yield: 24.6%. Reaction SMILES: [NH2:1][C:2]1[CH:3]=[N:4][CH:5]=[CH:6][C:7]=1[NH2:8].[S:9]1[CH:13]=[CH:12][CH:11]=[C:10]1[C:14](O)=O>>[S:9]1[CH:13]=[CH:12][CH:11]=[C:10]1[C:14]1[NH:8][C:7]2[CH:6]=[CH:5][N:4]=[CH:3][C:2]=2[N:1]=1. Procedure: A mixture of 1.1 g (10 mM) of 3,4-diaminopyridine, 1.3 g (10 mM) of thiophene-2-carboxylic acid, and 50 g of polyphosphoric acid was heated at 160° C. for four hours. The reaction mixture was added to 100 g of ice and stirred for fifteen minutes. The precipitated solid was collected by filtration and dried to give 500 mg of 2-(2-thienyl)-1H-imidazolo[4,5-c]pyridine; mp 265°-268° C. Starting materials: S(=O)(O)[O-].[Na+] (sodium hydrogen sulfite), II (iodine), [N+](=O)([O-])[O-].[NH4+].[Ce] (cerium ammonium nitrate), C(C)(C)N1C(N(C(=C(C1=O)C1=CC=NN1C1=CC=C(C#N)C=C1)C)C1=CC(=CC=C1)C(F)(F)F)=O (4-(5-(3-isopropyl-6-methyl-2,4-dioxo-1-(3-(trifluoromethyl)phenyl)-1,2,3,4-tetrahydropyrimidin-5-yl)-1H-pyrazol-1-yl)benzonitrile). Solvent: C(C)(=O)OCC (ethyl acetate), C(C)#N (acetonitrile). Run at temperature 50 celsius, time 1 hour. Yields the product IC=1C=NN(C1C=1C(N(C(N(C1C)C1=CC(=CC=C1)C(F)(F)F)=O)C(C)C)=O)C1=CC=C(C#N)C=C1 (4-(4-iodo-5-(3-isopropyl-6-methyl-2,4-dioxo-1-(3-(trifluoromethyl)phenyl)-1,2,3,4-tetrahydropyrimidin-5-yl)-1H-pyrazol-1-yl)benzonitrile). Yield: 153.2%. RXN SMILES: [CH:1]([N:4]1[C:9](=[O:10])[C:8]([C:11]2[N:15]([C:16]3[CH:23]=[CH:22][C:19]([C:20]#[N:21])=[CH:18][CH:17]=3)[N:14]=[CH:13][CH:12]=2)=[C:7]([CH3:24])[N:6]([C:25]2[CH:30]=[CH:29][CH:28]=[C:27]([C:31]([F:34])([F:33])[F:32])[CH:26]=2)[C:5]1=[O:35])([CH3:3])[CH3:2].[I:36]I.[N+]([O-])([O-])=O.[NH4+].[Ce].S([O-])(O)=O.[Na+]>C(#N)C.C(OCC)(=O)C>[I:36][C:12]1[CH:13]=[N:14][N:15]([C:16]2[CH:17]=[CH:18][C:19]([C:20]#[N:21])=[CH:22][CH:23]=2)[C:11]=1[C:8]1[C:9](=[O:10])[N:4]([CH:1]([CH3:3])[CH3:2])[C:5](=[O:35])[N:6]([C:25]2[CH:30]=[CH:29][CH:28]=[C:27]([C:31]([F:34])([F:33])[F:32])[CH:26]=2)[C:7]=1[CH3:24] |f:2.3.4,5.6|. Procedure: To a suspension of 4-(5-(3-isopropyl-6-methyl-2,4-dioxo-1-(3-(trifluoromethyl)phenyl)-1,2,3,4-tetrahydropyrimidin-5-yl)-1H-pyrazol-1-yl)benzonitrile (prepared in Example 42) (0.82 g) in acetonitrile (15 ml) were added iodine (0.26 g) and cerium ammonium nitrate (0.56 g) and the resulting mixture was stirred at 50° C. for one hour. The reaction mixture was cooled to room temperature, and thereto were added ethyl acetate (50 ml) and 5% aqueous sodium hydrogen sulfite solution (25 ml), and the mixt... Starting materials: C1CCOC1, C[Si](C)(C)[N-][Si](C)(C)C, CI, [Li+], CCOC(=O)C1CCC2(CC1)OCCO2. Product: CCOC(=O)C1(C)CCC2(CC1)OCCO2. As a reaction SMILES: [CH2:28]1[O:29][CH2:30][CH2:31][CH2:32]1.[CH3:17][Si:18]([N-:19][Si:20]([CH3:21])([CH3:22])[CH3:23])([CH3:24])[CH3:25].[I:26][CH3:27].[Li+:16].[O:1]1[CH2:2][CH2:3][O:4][C:5]12[CH2:6][CH2:7][CH:8]([C:11](=[O:12])[O:13][CH2:14][CH3:15])[CH2:9][CH2:10]2>>[O:1]1[CH2:2][CH2:3][O:4][C:5]12[CH2:6][CH2:7][C:8]([C:11](=[O:12])[O:13][CH2:14][CH3:15])([CH3:17])[CH2:9][CH2:10]2. As a reaction SMILES: [C:1]1([CH:7]([C:30]2[CH:35]=[CH:34][CH:33]=[CH:32][CH:31]=2)[NH:8][S:9]([C:12]2[N:13]([S:21]([C:24]3[CH:29]=[CH:28][CH:27]=[CH:26][CH:25]=3)(=[O:23])=[O:22])[C:14]3[C:19]([CH:20]=2)=[CH:18][CH:17]=[CH:16][CH:15]=3)(=[O:11])=[O:10])[CH:6]=[CH:5][CH:4]=[CH:3][CH:2]=1.[H-].[Na+].I[CH3:39].[Cl-].[NH4+]>CN(C)C=O.O>[C:30]1([CH:7]([C:1]2[CH:2]=[CH:3][CH:4]=[CH:5][CH:6]=2)[N:8]([CH3:39])[S:9]([C:12]2[N:13]([S:21]([C:24]3[CH:25]=[CH:26][CH:27]=[CH:28][CH:29]=3)(=[O:23])=[O:22])[C:14]3[C:19]([CH:20]=2)=[CH:18][CH:17]=[CH:16][CH:15]=3)(=[O:11])=[O:10])[CH:35]=[CH:34][CH:33]=[CH:32][CH:31]=1 |f:1.2,4.5|. Isolated yield 86.3%. Reported procedure: To a solution of N-diphenylmethyl-1-benzenesulfonylindole-2-sulfonamide (12.40 g, 24.67 mmol) in 120 ml of N,N-dimethylformamide was portionwise added sodium hydride (60% in oil, 1.18 g, 29.61 mmol) with stirring at 0° C., and iodomethane (1.85 ml, 29.61 mmol) was added thereto. The resulting solution was heated to 50° C. and stirred for 3 hours, followed by stirring at 70° C. for 3.5 hours. The reaction solution was neutralized with a saturated aqueous solution of ammonium chloride, and water w... Starting materials: C1(=CC=CC=C1)C(NS(=O)(=O)C=1N(C2=CC=CC=C2C1)S(=O)(=O)C1=CC=CC=C1)C1=CC=CC=C1 (N-diphenylmethyl-1-benzenesulfonylindole-2-sulfonamide), [Cl-].[NH4+] (ammonium chloride), [H-].[Na+] (sodium hydride), IC (iodomethane). Solvent: CN(C=O)C (N,N-dimethylformamide), O (water). Product: C1(=CC=CC=C1)C(N(S(=O)(=O)C=1N(C2=CC=CC=C2C1)S(=O)(=O)C1=CC=CC=C1)C)C1=CC=CC=C1 (N-Diphenylmethyl-N-methyl-1-benzenesulfonylindole-2-sulfonamide). Conditions: temperature 0 celsius.